This data is from the Open Reaction Database (ORD), a public repository of structured organic reaction records. The task is: describe an organic reaction: reactants, conditions, products, and yield As a reaction SMILES: [CH:1]([C:3]1[NH:4][C:5]([CH3:30])=[C:6]([P:23]2(=[O:29])[O:28][CH2:27][CH2:26][CH2:25][O:24]2)[CH:7]([C:13]2[CH:18]=[CH:17][CH:16]=[CH:15][C:14]=2[C:19]([F:22])([F:21])[F:20])[C:8]=1[C:9]([O:11][CH3:12])=[O:10])=[O:2].[B-].[Na+].[Cl-].[Na+]>CO>[OH:2][CH2:1][C:3]1[NH:4][C:5]([CH3:30])=[C:6]([P:23]2(=[O:29])[O:24][CH2:25][CH2:26][CH2:27][O:28]2)[CH:7]([C:13]2[CH:18]=[CH:17][CH:16]=[CH:15][C:14]=2[C:19]([F:21])([F:22])[F:20])[C:8]=1[C:9]([O:11][CH3:12])=[O:10] |f:1.2,3.4|. The reactants are [B-].[Na+] (sodium borohydrate), C(=O)C=1NC(=C(C(C1C(=O)OC)C1=C(C=CC=C1)C(F)(F)F)P1(OCCCO1)=O)C (Methyl 2-formyl-6-methyl-5-(2-oxo-1,3,2-dioxaphosphorinan-2-yl)-4-(2-trifluoromethylphenyl)-1,4-dihydropyridine-3-carboxylate), [Cl-].[Na+] (sodium chloride). Procedure: The 2-formyl compound (1.06 g) obtained in Example 5 was dissolved in 7 ml of methanol and, with ice cooling and stirring, 90 mg of sodium borohydrate was added thereto. After stirring for 1 hour, 20 ml of sodium chloride solution was added to the reaction solution, extracted with chloroform, the chloroform layer was washed with water, dried, concentrated, and the residue was purified by a flash chromatography to give 0.64 g of pale yellow powder. Run in CO (methanol). The yield is 60.1%. The product is OCC=1NC(=C(C(C1C(=O)OC)C1=C(C=CC=C1)C(F)(F)F)P1(OCCCO1)=O)C (Methyl 2-hydroxymethyl-6-methyl-5-(2-oxo-1,3,2-dioxaphosphorinan-2-yl)-4-(2-trifluoromethylphenyl)-1,4-dihydropyridine-3-carboxylate). Starting materials: Cc1cnc(OCC2CN(C(C)(C)C)C(c3ccccc3)O2)c2cc(Cl)ccc12, Cl. Yields the product Cc1cnc(OCC(O)CNC(C)(C)C)c2cc(Cl)ccc12. As a reaction SMILES: [C:1]([CH3:2])([CH3:3])([CH3:4])[N:5]1[CH:6]([c:24]2[cH:25][cH:26][cH:27][cH:28][cH:29]2)[O:7][CH:8]([CH2:10][O:11][c:12]2[n:13][cH:14][c:15]([CH3:23])[c:16]3[cH:17][cH:18][c:19]([Cl:22])[cH:20][c:21]23)[CH2:9]1.[ClH:30]>>[C:1]([CH3:2])([CH3:3])([CH3:4])[NH:5][CH2:9][CH:8]([OH:7])[CH2:10][O:11][c:12]1[n:13][cH:14][c:15]([CH3:23])[c:16]2[cH:17][cH:18][c:19]([Cl:22])[cH:20][c:21]12. The reactants are O=C1c2ccccc2C(=O)N1CCBr, C=CCOC(=O)CC(=O)OCC=C, C1CCOC1, [H-], [Na+]. Yields the product C=CCOC(=O)C(CCN1C(=O)c2ccccc2C1=O)C(=O)OCC=C. Reaction SMILES: [Br:16][CH2:17][CH2:18][N:19]1[C:20](=[O:29])[c:21]2[c:22]([cH:25][cH:26][cH:27][cH:28]2)[C:23]1=[O:24].[C:3]([CH2:4][C:5](=[O:6])[O:7][CH2:8][CH:9]=[CH2:10])(=[O:11])[O:12][CH2:13][CH:14]=[CH2:15].[CH2:30]1[O:31][CH2:32][CH2:33][CH2:34]1.[H-:1].[Na+:2]>>[C:3]([CH:4]([C:5](=[O:6])[O:7][CH2:8][CH:9]=[CH2:10])[CH2:17][CH2:18][N:19]1[C:20](=[O:29])[c:21]2[c:22]([cH:25][cH:26][cH:27][cH:28]2)[C:23]1=[O:24])(=[O:11])[O:12][CH2:13][CH:14]=[CH2:15]. The reactants are FC1=C(CN2N=C(C=3C2=NC=CC3)C3=NC(=C2N(C(NC2=N3)=O)C(C)C)I)C=CC=C1 (2-[1-(2-Fluorobenzyl)-1H-pyrazolo[3,4-b]pyridin-3-yl]-6-iodo-7-isopropyl-7,9-dihydro-8H-purin-8-one), [H][H] (hydrogen). The reagents and catalysts are [Pd] (palladium), [Pd] (palladium). Solvent: CN(C=O)C (dimethylformamide). Run at time 8 hour. Product: FC1=C(CN2N=C(C=3C2=NC=CC3)C3=NC=C2N(C(NC2=N3)=O)C(C)C)C=CC=C1 (2-[1-(2-fluorobenzyl)-1H-pyrazolo[3,4-b]pyridin-3-yl]-7-isopropyl-7,9-dihydro-8H-purin-8-one). Reaction SMILES: [F:1][C:2]1[CH:31]=[CH:30][CH:29]=[CH:28][C:3]=1[CH2:4][N:5]1[C:9]2=[N:10][CH:11]=[CH:12][CH:13]=[C:8]2[C:7]([C:14]2[N:22]=[C:21]3[C:17]([N:18]([CH:24]([CH3:26])[CH3:25])[C:19](=[O:23])[NH:20]3)=[C:16](I)[N:15]=2)=[N:6]1.[H][H]>CN(C)C=O.[Pd]>[F:1][C:2]1[CH:31]=[CH:30][CH:29]=[CH:28][C:3]=1[CH2:4][N:5]1[C:9]2=[N:10][CH:11]=[CH:12][CH:13]=[C:8]2[C:7]([C:14]2[N:22]=[C:21]3[C:17]([N:18]([CH:24]([CH3:26])[CH3:25])[C:19](=[O:23])[NH:20]3)=[CH:16][N:15]=2)=[N:6]1. Reported procedure: 330 mg (0.57 mmol) of the compound from example 116 were initially charged in dimethylformamide (10.0 ml), then 66 mg of palladium (10% w/w on charcoal) were added and the mixture was hydrogenated at standard hydrogen pressure for two days. Subsequently, another 66 mg of palladium (10% w/w on charcoal) were added and hydrogenation was continued overnight. The reactants are S1C(=NC2=C1C=CC=C2)OC=2C=C1C(=CNC1=CC2)CCOS(=O)(=O)C (methanesulfonic acid 2-[5-(benzothiazol-2-yloxy)-1H-indol-3-yl]-ethyl ester), N1CCCCC1 (piperidine). Run in CC#N (MeCN). Reaction conditions: temperature 80 celsius. Yields the product N1(CCCCC1)CCC1=CNC2=CC=C(C=C12)OC=1SC2=C(N1)C=CC=C2 (2-[3-(2-Piperidin-1-yl-ethyl)-1H-indol-5-yloxy]-benzothiazole). Isolated yield 48.1%. As a reaction SMILES: [S:1]1[C:5]2[CH:6]=[CH:7][CH:8]=[CH:9][C:4]=2[N:3]=[C:2]1[O:10][C:11]1[CH:12]=[C:13]2[C:17](=[CH:18][CH:19]=1)[NH:16][CH:15]=[C:14]2[CH2:20][CH2:21]OS(C)(=O)=O.[NH:27]1[CH2:32][CH2:31][CH2:30][CH2:29][CH2:28]1>CC#N>[N:27]1([CH2:21][CH2:20][C:14]2[C:13]3[C:17](=[CH:18][CH:19]=[C:11]([O:10][C:2]4[S:1][C:5]5[CH:6]=[CH:7][CH:8]=[CH:9][C:4]=5[N:3]=4)[CH:12]=3)[NH:16][CH:15]=2)[CH2:32][CH2:31][CH2:30][CH2:29][CH2:28]1. Reported procedure: To a solution of methanesulfonic acid 2-[5-(benzothiazol-2-yloxy)-1H-indol-3-yl]-ethyl ester (100 mg, 0.26 mmol) in MeCN (3 mL) was added piperidine (0.03 mL, 0.31 mmol) and the reaction mixture was heated (80° C., 2 h). The reaction mixture was cooled (rt), filtered and purified by basic reverse phase HPLC to provide the title compound as a white solid (47.2 mg, 49%). MS (ESI): mass calcd. for C22H23N3OS, 377.5; m/z found, 378.3 [M+H]+. 1H NMR (500 MHz, CDCl3): 8.08 (s, 1H), 7.77 (d, J=7.6, 1H)... The reactants are CCOc1cccc(N2CCNCC2)n1, O=C(NCC(F)(F)F)C1(CCCCBr)c2ccccc2-c2ccccc21. The product is CCOc1cccc(N2CCN(CCCCC3(C(=O)NCC(F)(F)F)c4ccccc4-c4ccccc43)CC2)n1. As a reaction SMILES: [CH2:1]([CH3:2])[O:3][c:4]1[cH:5][cH:6][cH:7][c:8]([N:10]2[CH2:11][CH2:12][NH:13][CH2:14][CH2:15]2)[n:9]1.[F:16][C:17]([CH2:18][NH:19][C:20](=[O:21])[C:22]1([CH2:35][CH2:36][CH2:37][CH2:38][Br:39])[c:23]2[cH:24][cH:25][cH:26][cH:27][c:28]2-[c:29]2[cH:30][cH:31][cH:32][cH:33][c:34]21)([F:40])[F:41]>>[CH2:1]([CH3:2])[O:3][c:4]1[cH:5][cH:6][cH:7][c:8]([N:10]2[CH2:11][CH2:12][N:13]([CH2:38][CH2:37][CH2:36][CH2:35][C:22]3([C:20]([NH:19][CH2:18][C:17]([F:16])([F:40])[F:41])=[O:21])[c:23]4[cH:24][cH:25][cH:26][cH:27][c:28]4-[c:29]4[cH:30][cH:31][cH:32][cH:33][c:34]43)[CH2:14][CH2:15]2)[n:9]1. The solvent is O.C(C)#N (water acetonitrile). Yields the product FC(C(=O)O)(F)F.NC(=S)NC=1C=C(C=CC1)C(=O)NCC(=O)NC(CC(=O)O)C=1C=NC=CC1 (β-[[2-[[[3-[(aminothioxomethyl)amino]phenyl]carbonyl]amino]acetyl]amino]pyridine-3-propanoic acid, trifluoroacetate salt). Reaction SMILES: [F:1][C:2]([F:7])([F:6])[C:3]([OH:5])=[O:4].[NH2:8][C:9]([NH:11][C:12]1[CH:13]=[C:14]([C:18]([NH:20][CH2:21][C:22]([NH:24][CH:25]([C:32]2[CH:33]=[N:34][CH:35]=[CH:36][CH:37]=2)[CH2:26][C:27]([O:29]CC)=[O:28])=[O:23])=[O:19])[CH:15]=[CH:16][CH:17]=1)=[S:10].[OH-].[Li+].FC(F)(F)C(O)=O>O.C(#N)C>[F:1][C:2]([F:7])([F:6])[C:3]([OH:5])=[O:4].[NH2:8][C:9]([NH:11][C:12]1[CH:13]=[C:14]([C:18]([NH:20][CH2:21][C:22]([NH:24][CH:25]([C:32]2[CH:33]=[N:34][CH:35]=[CH:36][CH:37]=2)[CH2:26][C:27]([OH:29])=[O:28])=[O:23])=[O:19])[CH:15]=[CH:16][CH:17]=1)=[S:10] |f:0.1,2.3,5.6,7.8|. Isolated yield 714.7%. Run at temperature 25 celsius. The reactants are [OH-].[Li+] (lithium hydroxide), FC(C(=O)O)(F)F.NC(=S)NC=1C=C(C=CC1)C(=O)NCC(=O)NC(CC(=O)OCC)C=1C=NC=CC1 (ethyl β-[[2-[[[3-[(aminothioxomethyl)amino]phenyl]carbonyl]amino]acetyl]amino]pyridine-3-propanoate, trifluoroacetate salt), FC(C(=O)O)(F)F (trifluoroacetic acid). Procedure details: The compound of Example 113 (500 mg, 0.095 mmol) was dissolved in water/acetonitrile (1:1), followed by the addition of lithium hydroxide (100 mg, 0.4 mmol). The reaction mixture was stirred at 25° C., and monitored by HPLC. After complete hydrolysis (1-2 hours) trifluoroacetic acid was added until pH=2. The product was purified by reverse phase chromatography (water/acetonitrile) and lyophilized to result in a white solid (350 mg). MS and 1H-NMR were consistent with the proposed structure. Conditions: temperature 50 celsius, time 18 hour. Yields the product N1(C=NC2=C1C=CC=C2)C2=NC(=C1NC(N(C1=N2)C2CCOCC2)=O)C2=CC=CC=C2 (2-(1H-benzo[d]imidazol-1-yl)-6-phenyl-9-(tetrahydro-2H-pyran-4-yl)-7H-purin-8(9H)-one). Starting materials: N1(C=NC2=C1C=CC=C2)C2=NC(=C(C(=N2)NC2CCOCC2)N)C2=CC=CC=C2 (2-(1H-benzo[d]imidazol-1-yl)-6-phenyl-N4-(tetrahydro-2H-pyran-4-yl)pyrimidine-4,5-diamine), C1=CN(C=N1)C(=O)N2C=CN=C2 (CDI). Isolated yield 29.5%. Reported procedure: To 30 mg (0.078 mmol) of crude 2-(1H-benzo[d]imidazol-1-yl)-6-phenyl-N4-(tetrahydro-2H-pyran-4-yl)pyrimidine-4,5-diamine in 3 mL THF was added CDI (38 mg, 0.233 mmol, 3 equiv.) and the reaction mixture was stirred at 50° C. for 18 h. The solvent was removed in vacuo and the residue purified by preparative TLC (silica gel, 5% methanol in methylene chloride) to afford the desired product (9.5 mg, 30% yield). 1H NMR (300 MHz, CDCl3) δ, ppm: 9.16 (br s, 1H), 8.68 (d, 1H), 8.06 (br m, 2H), 7.90 (d, 1... Run in C1CCOC1 (THF). As a reaction SMILES: [N:1]1([C:10]2[N:15]=[C:14]([NH:16][CH:17]3[CH2:22][CH2:21][O:20][CH2:19][CH2:18]3)[C:13]([NH2:23])=[C:12]([C:24]3[CH:29]=[CH:28][CH:27]=[CH:26][CH:25]=3)[N:11]=2)[C:5]2[CH:6]=[CH:7][CH:8]=[CH:9][C:4]=2[N:3]=[CH:2]1.C1N=CN([C:35](N2C=NC=C2)=[O:36])C=1>C1COCC1>[N:1]1([C:10]2[N:15]=[C:14]3[C:13]([NH:23][C:35](=[O:36])[N:16]3[CH:17]3[CH2:18][CH2:19][O:20][CH2:21][CH2:22]3)=[C:12]([C:24]3[CH:29]=[CH:28][CH:27]=[CH:26][CH:25]=3)[N:11]=2)[C:5]2[CH:6]=[CH:7][CH:8]=[CH:9][C:4]=2[N:3]=[CH:2]1.